From a dataset of the Open Reaction Database (ORD), a public repository of structured organic reaction records. describe an organic reaction: reactants, conditions, products, and yield Reactants: Cn1c(CCCOc2ccc(CC3SC(=O)N(C(c4ccccc4)(c4ccccc4)c4ccccc4)C3=O)cc2)nc2cccnc21, CC(=O)O, O. Yields the product Cn1c(CCCOc2ccc(CC3SC(=O)NC3=O)cc2)nc2cccnc21. As a reaction SMILES: [CH3:1][n:2]1[c:3]([CH2:11][CH2:12][CH2:13][O:14][c:15]2[cH:16][cH:17][c:18]([CH2:19][CH:20]3[C:21](=[O:45])[N:22]([C:26]([c:27]4[cH:28][cH:29][cH:30][cH:31][cH:32]4)([c:33]4[cH:34][cH:35][cH:36][cH:37][cH:38]4)[c:39]4[cH:40][cH:41][cH:42][cH:43][cH:44]4)[C:23](=[O:25])[S:24]3)[cH:46][cH:47]2)[n:4][c:5]2[c:6]1[n:7][cH:8][cH:9][cH:10]2.[CH3:48][C:49](=[O:50])[OH:51].[OH2:52]>>[CH3:1][n:2]1[c:3]([CH2:11][CH2:12][CH2:13][O:14][c:15]2[cH:16][cH:17][c:18]([CH2:19][CH:20]3[C:21](=[O:45])[NH:22][C:23](=[O:25])[S:24]3)[cH:46][cH:47]2)[n:4][c:5]2[c:6]1[n:7][cH:8][cH:9][cH:10]2. As a reaction SMILES: [OH:1][C:2]([CH3:35])([CH3:34])[CH2:3][C@@:4]1([C:28]2[CH:33]=[CH:32][CH:31]=[CH:30][CH:29]=2)[O:9][C:8](=[O:10])[N:7]([C@H:11]([C:13]2[CH:18]=[CH:17][C:16](B3OC(C)(C)C(C)(C)O3)=[CH:15][CH:14]=2)[CH3:12])[CH2:6][CH2:5]1.I[C:37]1[CH:42]=[CH:41][NH:40][C:39](=[O:43])[CH:38]=1>>[OH:1][C:2]([CH3:34])([CH3:35])[CH2:3][C@@:4]1([C:28]2[CH:33]=[CH:32][CH:31]=[CH:30][CH:29]=2)[O:9][C:8](=[O:10])[N:7]([C@H:11]([C:13]2[CH:14]=[CH:15][C:16]([C:37]3[CH:42]=[CH:41][NH:40][C:39](=[O:43])[CH:38]=3)=[CH:17][CH:18]=2)[CH3:12])[CH2:6][CH2:5]1. Yields the product OC(C[C@@]1(CCN(C(O1)=O)[C@@H](C)C1=CC=C(C=C1)C1=CC(NC=C1)=O)C1=CC=CC=C1)(C)C ((S)-6-(2-hydroxy-2-methylpropyl)-3-((S)-1-(4-(2-oxo-1,2-dihydropyridin-4-yl)phenyl)ethyl)-6-phenyl-1,3-oxazinan-2-one). Reactants: OC(C[C@@]1(CCN(C(O1)=O)[C@@H](C)C1=CC=C(C=C1)B1OC(C(O1)(C)C)(C)C)C1=CC=CC=C1)(C)C ((S)-6-(2-hydroxy-2-methylpropyl)-6-phenyl-3-((S)-1-(4-(4,4,5,5-tetramethyl-1,3,2-dioxaborol-an-2-yl)phenyl)ethyl)-1,3-oxazinan-2-one), IC1=CC(NC=C1)=O (4-iodopyridin-2(1H)-one). Reported procedure: The title compound was prepared from (S)-6-(2-hydroxy-2-methylpropyl)-6-phenyl-3-((S)-1-(4-(4,4,5,5-tetramethyl-1,3,2-dioxaborol-an-2-yl)phenyl)ethyl)-1,3-oxazinan-2-one and 4-iodopyridin-2(1H)-one following a procedure analogous to that described in Example 1. LC-MS Method 1tR=1.23 min, m/z=389, 447 (M+1); 1H NMR (CD3OD) 7.40 (d, J=6.7 Hz, 1H), 7.31 (d, J=8.2 Hz, 2H), 7.29-7.20 (m, 5H), 6.96 (d, J=8.2 Hz, 2H), 6.57-6.52 (m, 2H), 5.49 (q, J=7.0 Hz, 1H), 2.98-2.93 (m, 1H), 2.47-2.34 (m, 2H), 2.16...